This data is from the Open Reaction Database (ORD), a public repository of structured organic reaction records. The task is: describe an organic reaction: reactants, conditions, products, and yield The reactants are CO, [K+], [OH-], CS(=O)(=O)c1ccc2c(c1)cc(-c1nnco1)n2S(=O)(=O)c1ccccc1. The product is CS(=O)(=O)c1ccc2[nH]c(-c3nnco3)cc2c1. Reaction SMILES: [CH3:30][OH:31].[K+:29].[OH-:28].[c:1]1([S:2](=[O:3])(=[O:4])[n:10]2[c:11](-[c:23]3[o:24][cH:25][n:26][n:27]3)[cH:12][c:13]3[cH:14][c:15]([S:19](=[O:20])(=[O:21])[CH3:22])[cH:16][cH:17][c:18]23)[cH:5][cH:6][cH:7][cH:8][cH:9]1>>[nH:10]1[c:11](-[c:23]2[o:24][cH:25][n:26][n:27]2)[cH:12][c:13]2[cH:14][c:15]([S:19](=[O:20])(=[O:21])[CH3:22])[cH:16][cH:17][c:18]12. Reactants: [F-].C(CCC)[N+](CCCC)(CCCC)CCCC (Tetra-n-butylammonium fluoride), O([Si](C)(C)C(C)(C)C)CCN(C(N[C@H](C(=O)OC(C)(C)C)C)=O)CCOC (t-Butyl (2S)-2-[3-[2-(t-butyldimethylsiloxy)ethyl]-3-(2-methoxyethyl)ureido]propionate), O (Water). The solvent is O1CCCC1 (tetrahydrofuran). The product is OCCN(C(N[C@H](C(=O)OC(C)(C)C)C)=O)CCOC (t-Butyl (2S)-2-[3-(2-hydroxyethyl)-3-(2-methoxyethyl)ureido]propionate). Reaction SMILES: [O:1]([CH2:9][CH2:10][N:11]([CH2:24][CH2:25][O:26][CH3:27])[C:12](=[O:23])[NH:13][C@@H:14]([CH3:22])[C:15]([O:17][C:18]([CH3:21])([CH3:20])[CH3:19])=[O:16])[Si](C(C)(C)C)(C)C.[F-].C([N+](CCCC)(CCCC)CCCC)CCC.O>O1CCCC1>[OH:1][CH2:9][CH2:10][N:11]([CH2:24][CH2:25][O:26][CH3:27])[C:12](=[O:23])[NH:13][C@@H:14]([CH3:22])[C:15]([O:17][C:18]([CH3:20])([CH3:21])[CH3:19])=[O:16] |f:1.2|. Procedure details: t-Butyl (2S)-2-[3-[2-(t-butyldimethylsiloxy)ethyl]-3-(2-methoxyethyl)ureido]propionate (Compound No. 3-1, 2.79 g) is dissolved in anhydrous tetrahydrofuran (11 ml) under a nitrogen atmosphere. Tetra-n-butylammonium fluoride (7.3 ml) is added to the solution at room temperature with stirring, and the mixture is stirred for one hour. Water is added to the reaction mixture, and the whole is extracted with ethyl acetate. The organic layer is washed with saturated brine, dried over anhydrous magnesiu... Reactants: C(C)OP(=O)(OCC)CC(=O)OCC (ethyl diethylphosphonoacetate), [H-].[Na+] (sodium hydride), C(=O)C=1SC=CC1C=1C(N(C=C(C1)C1=NC=CC=C1)C1=CC=CC=C1)=O (3-(2-formylthiophen-3-yl)-5-(2-pyridyl)-1-phenyl-1,2-dihydropyridin-2-one), O (water). Run in O1CCCC1 (tetrahydrofuran), O1CCCC1 (tetrahydrofuran). Product: CCOC(=O)C=CC=1SC=CC1C=1C(N(C=C(C1)C1=NC=CC=C1)C1=CC=CC=C1)=O (3-[(2-Ethoxycarbonyl)vinylthiophen-3-yl]-5-(2-pyridyl)-1-phenyl-1,2-dihydropyridin-2-one). Isolated yield 33.5%. As a reaction SMILES: C(OP([CH2:9][C:10]([O:12][CH2:13][CH3:14])=[O:11])(OCC)=O)C.[H-].[Na+].[CH:17]([C:19]1[S:20][CH:21]=[CH:22][C:23]=1[C:24]1[C:25](=[O:42])[N:26]([C:36]2[CH:41]=[CH:40][CH:39]=[CH:38][CH:37]=2)[CH:27]=[C:28]([C:30]2[CH:35]=[CH:34][CH:33]=[CH:32][N:31]=2)[CH:29]=1)=O.O>O1CCCC1>[CH3:14][CH2:13][O:12][C:10]([CH:9]=[CH:17][C:19]1[S:20][CH:21]=[CH:22][C:23]=1[C:24]1[C:25](=[O:42])[N:26]([C:36]2[CH:41]=[CH:40][CH:39]=[CH:38][CH:37]=2)[CH:27]=[C:28]([C:30]2[CH:35]=[CH:34][CH:33]=[CH:32][N:31]=2)[CH:29]=1)=[O:11] |f:1.2|. Reported procedure: To a solution of 7.5 mg of ethyl diethylphosphonoacetate in tetrahydrofuran was added 1.3 mg of sodium hydride in nitrogen atmosphere under ice-cooling, followed by the dropwise addition of a solution of 10 mg of 3-(2-formylthiophen-3-yl)-5-(2-pyridyl)-1-phenyl-1,2-dihydropyridin-2-one in tetrahydrofuran. After stirring the mixture at room temperature for 1 hour in nitrogen atmosphere, water was added thereto. Then, it was extracted with ethyl acetate. The organic layer was washed with brine, an...